Dataset: the Open Reaction Database (ORD), a public repository of structured organic reaction records. Task: describe an organic reaction: reactants, conditions, products, and yield The reactants are C(C)OC(=O)C1=C(NC2=CC=CC=C12)N (aminoindole-3-carboxylic acid ethyl ester), N#CN (cyanamide), Cl (hydrochloric acid). Run in O1CCOCC1 (dioxane). Yields the product Cl.C(C)OC(=O)C1=C(NC2=CC=CC=C12)NC(=N)N (2-guanidinoindole-3-carboxylic acid ethyl ester hydrochloride). The yield is 38.0%. Reaction SMILES: [CH2:1]([O:3][C:4]([C:6]1[C:14]2[C:9](=[CH:10][CH:11]=[CH:12][CH:13]=2)[NH:8][C:7]=1[NH2:15])=[O:5])[CH3:2].[N:16]#[C:17][NH2:18].[ClH:19]>O1CCOCC1>[ClH:19].[CH2:1]([O:3][C:4]([C:6]1[C:14]2[C:9](=[CH:10][CH:11]=[CH:12][CH:13]=2)[NH:8][C:7]=1[NH:15][C:17]([NH2:18])=[NH:16])=[O:5])[CH3:2] |f:4.5|. Procedure: A suspension of 2 aminoindole-3-carboxylic acid ethyl ester (2.04 g, 10.0 mmol), cyanamide (534 mg, 12.7 mmol), and concentrated hydrochloric acid (1 mL) in dioxane (91 mL), are heated under reflux for 48 hr. After the reaction mixture has cooled to 25 C. it is filtered and the solids washed well with dry diethyl ether, and then air dried to give 2-guanidinoindole-3-carboxylic acid ethyl ester hydrochloride (1.08 g, 38%) 2-guanidinoindole-3-carboxylic acid ethyl ester hydrochloride as an off-whi... Reactants: [N+](=O)([O-])[O-].[Ag+] (silver nitrate), N1N=NC2=C1C=CC=C2 (benzotriazole), [Ag] (silver). Run in O (water), O (water). Run at temperature 40 celsius. The product is [Ag].N1N=NC2=C1C=CC=C2 (benzotriazole silver salt). Yield: 1760.9%. RXN SMILES: [NH:1]1[C:5]2[CH:6]=[CH:7][CH:8]=[CH:9][C:4]=2[N:3]=[N:2]1.[N+]([O-])([O-])=O.[Ag+:14].[Ag]>O>[Ag:14].[NH:1]1[C:5]2[CH:6]=[CH:7][CH:8]=[CH:9][C:4]=2[N:3]=[N:2]1 |f:1.2,5.6|. Procedure details: 28 g of gelatin and 13.2 g of benzotriazole were dissolved in 300 ml of water, and the solution was stirred while maintaining the temperature at 40° C. A solution containing 17 g of silver nitrate dissolved in 100 ml of water was added to the above solution over a 2 minute period. By controlling the pH of the silver iodogromide emulsion, precipitates were formed and exess salts were removed. The pH of the emulsion was then adjusted to 6.0 and 400 g of a benzotriazole silver salt emulsion was obt... Reactants: Cc1ccccc1, O=C(Cl)CCl, c1ccc(Nc2ccccc2)cc1, C1CCOC1. The product is O=C(CCl)N(c1ccccc1)c1ccccc1. RXN SMILES: [CH3:19][c:20]1[cH:21][cH:22][cH:23][cH:24][cH:25]1.[Cl:1][CH2:2][C:3](=[O:4])[Cl:5].[NH:6]([c:7]1[cH:8][cH:9][cH:10][cH:11][cH:12]1)[c:13]1[cH:14][cH:15][cH:16][cH:17][cH:18]1.[O:26]1[CH2:27][CH2:28][CH2:29][CH2:30]1>>[Cl:1][CH2:2][C:3](=[O:4])[N:6]([c:7]1[cH:8][cH:9][cH:10][cH:11][cH:12]1)[c:13]1[cH:14][cH:15][cH:16][cH:17][cH:18]1. Reactants: C1CCN2CCC(CC12)C1=CNC2=CC=CN=C12 (3-(octahydro-7-indolizinyl)-1-H-4-azaindole), C1(=CC=CC2=CC=CC=C12)S(=O)(=O)Cl (1-naphthalenesulfonyl chloride), C[Si](C)(C)[N-][Si](C)(C)C.[Na+] (NaN(TMS)2). Solvent: C1CCOC1 (THF). Yields the product C1CCN2CCC(CC12)C1=CN(C2=CC=CN=C12)S(=O)(=O)C1=CC=CC2=CC=CC=C12 (3-(Octahydro-7-indolizinyl)-1-(1-naphthalenesulfonyl)-4-azaindole). As a reaction SMILES: [CH2:1]1[CH:9]2[N:4]([CH2:5][CH2:6][CH:7]([C:10]3[C:18]4[C:13](=[CH:14][CH:15]=[CH:16][N:17]=4)[NH:12][CH:11]=3)[CH2:8]2)[CH2:3][CH2:2]1.[C:19]1([S:29](Cl)(=[O:31])=[O:30])[C:28]2[C:23](=[CH:24][CH:25]=[CH:26][CH:27]=2)[CH:22]=[CH:21][CH:20]=1.C[Si]([N-][Si](C)(C)C)(C)C.[Na+]>C1COCC1>[CH2:1]1[CH:9]2[N:4]([CH2:5][CH2:6][CH:7]([C:10]3[C:18]4[C:13](=[CH:14][CH:15]=[CH:16][N:17]=4)[N:12]([S:29]([C:19]4[C:28]5[C:23](=[CH:24][CH:25]=[CH:26][CH:27]=5)[CH:22]=[CH:21][CH:20]=4)(=[O:31])=[O:30])[CH:11]=3)[CH2:8]2)[CH2:3][CH2:2]1 |f:2.3|. Procedure details: from 3-(octahydro-7-indolizinyl)-1-H-4-azaindole (10 mg, 0.0415 mmol), 1-naphthalenesulfonyl chloride (17.3 mg, 0.083 mmol) and 1M NaN(TMS)2 (100 μL, 0.10 mmol) in THF (1 mL) at RT. RXN SMILES: Cl[C:2]1[N:7]=[C:6]([CH3:8])[NH:5][C:4]2=[CH:9][C:10]([C:12]3[CH:17]=[CH:16][CH:15]=[CH:14][CH:13]=3)=[N:11][C:3]=12.[S:18]1[CH:22]=[CH:21][CH:20]=[C:19]1B(O)O.C1(P(C2C=CC=CC=2)C2C=CC=CC=2)C=CC=CC=1.C([O-])([O-])=O.[Na+].[Na+]>O.C1C=CC(/C=C/C(/C=C/C2C=CC=CC=2)=O)=CC=1.C1C=CC(/C=C/C(/C=C/C2C=CC=CC=2)=O)=CC=1.C1C=CC(/C=C/C(/C=C/C2C=CC=CC=2)=O)=CC=1.[Pd].[Pd].C(O)C.C1(C)C=CC=CC=1>[CH3:8][C:6]1[NH:5][C:4]2[C:3]([N:11]=[C:10]([C:12]3[CH:17]=[CH:16][CH:15]=[CH:14][CH:13]=3)[CH:9]=2)=[C:2]([C:19]2[S:18][CH:22]=[CH:21][CH:20]=2)[N:7]=1 |f:3.4.5,7.8.9.10.11|. The reagents and catalysts are C=1C=CC(=CC1)/C=C/C(=O)/C=C/C2=CC=CC=C2.C=1C=CC(=CC1)/C=C/C(=O)/C=C/C2=CC=CC=C2.C=1C=CC(=CC1)/C=C/C(=O)/C=C/C2=CC=CC=C2.[Pd].[Pd] (tris(dibenzylidene-acetone)dipalladium(0)). Solvent: O (H2O), C(C)O (ethanol), C1(=CC=CC=C1)C (toluene). Procedure: A mixture of 4-chloro-2-methyl-6-phenylpyrrolo-[3,2-d]pyrimidine (Example 1(e)) (50 mg, 0.21 mmol), thiophene-2-boronic acid (37 mg, 0.287 mmol), tris(dibenzylidene-acetone)dipalladium(0) (Aldrich Chemical Company) (4.7 mg, 0.0051 mmol) and triphenylphosphine (Aldrich Chemical Company) (10.8 mg, 0.041 mmol) in a mixed solvent (600 μL of toluene, 300 μL, 1.0 M Na2CO3 and 150 μL of ethanol) was heated at reflux under N2 for 36 h. Upon cooling to the room temperature, the reaction mixture was dilut... The yield is 60.8%. The reactants are ClC1=C2C(NC(=N1)C)=CC(=N2)C2=CC=CC=C2 (4-chloro-2-methyl-6-phenylpyrrolo-[3,2-d]pyrimidine), S1C(=CC=C1)B(O)O (thiophene-2-boronic acid), C1(=CC=CC=C1)P(C1=CC=CC=C1)C1=CC=CC=C1 (triphenylphosphine), C(=O)([O-])[O-].[Na+].[Na+] (Na2CO3). Product: CC=1NC=2C(=C(N1)C=1SC=CC1)N=C(C2)C2=CC=CC=C2 (2-(2-Methyl-6-phenylpyrrolo[2,3-e]pyrimidin-4-yl)thiophene). The reactants are [Cl-].[NH4+] (ammonium chloride), BrC=1C(=C(C(=NC1)CO[Si](C)(C)C(C)(C)C)C)OC (5-bromo-2-({[tert-butyl(dimethyl)silyl]oxy}methyl)-4-methoxy-3-methylpyridine), C(CCC)[Li] (butyllithium), C1=CC=C(C=C1)S(=O)(=O)N(F)S(=O)(=O)C2=CC=CC=C2 (N-fluorobenzenesulfonimide). The solvent is O1CCCC1 (tetrahydrofuran), O1CCCC1 (tetrahydrofuran). Run at temperature -68 celsius, time 1 hour. Yields the product [Si](C)(C)(C(C)(C)C)OCC1=NC=C(C(=C1C)OC)F (2-({[tert-butyl(dimethyl)silyl]oxy}methyl)-5-fluoro-4-methoxy-3-methylpyridine). The yield is 58.4%. Reaction SMILES: Br[C:2]1[C:3]([O:18][CH3:19])=[C:4]([CH3:17])[C:5]([CH2:8][O:9][Si:10]([C:13]([CH3:16])([CH3:15])[CH3:14])([CH3:12])[CH3:11])=[N:6][CH:7]=1.C([Li])CCC.C1C=CC(S(N(S(C2C=CC=CC=2)(=O)=O)[F:35])(=O)=O)=CC=1.[Cl-].[NH4+]>O1CCCC1>[Si:10]([O:9][CH2:8][C:5]1[C:4]([CH3:17])=[C:3]([O:18][CH3:19])[C:2]([F:35])=[CH:7][N:6]=1)([C:13]([CH3:16])([CH3:15])[CH3:14])([CH3:12])[CH3:11] |f:3.4|. Procedure details: The above 5-bromo-2-({[tert-butyl(dimethyl)silyl]oxy}methyl)-4-methoxy-3-methylpyridine (734 mg) was dissolved in tetrahydrofuran (30 ml), and butyllithium (1.59 M solution, 2.42 ml) was then added dropwise to the solution at −110° C. The resulting mixture was stirred at the same above temperature for 1 hour, and a tetrahydrofuran (5 ml) solution of N-fluorobenzenesulfonimide (3.03 g) was then added dropwise to the reaction solution at the same temperature. The temperature of the resulting mixtu...